This data is from the Open Reaction Database (ORD), a public repository of structured organic reaction records. The task is: describe an organic reaction: reactants, conditions, products, and yield The reactants are C1CCOC1, CCC(Oc1ccc(Cl)cc1C1OCCO1)C(=O)OC, C[Si](C)(C)[N-][Si](C)(C)C, CCOC(C)=O, CCI, [Li+]. Yields the product CCC(CC)(Oc1ccc(Cl)cc1C1OCCO1)C(=O)OC. RXN SMILES: [CH2:34]1[O:35][CH2:36][CH2:37][CH2:38]1.[CH3:11][O:12][C:13]([CH:14]([CH2:15][CH3:16])[O:17][c:18]1[c:19]([CH:25]2[O:26][CH2:27][CH2:28][O:29]2)[cH:20][c:21]([Cl:24])[cH:22][cH:23]1)=[O:30].[CH3:1][Si:2]([N-:3][Si:4]([CH3:5])([CH3:6])[CH3:7])([CH3:8])[CH3:9].[CH3:39][CH2:40][O:41][C:42](=[O:43])[CH3:44].[I:31][CH2:32][CH3:33].[Li+:10]>>[CH3:11][O:12][C:13]([C:14]([CH2:15][CH3:16])([O:17][c:18]1[c:19]([CH:25]2[O:26][CH2:27][CH2:28][O:29]2)[cH:20][c:21]([Cl:24])[cH:22][cH:23]1)[CH2:32][CH3:33])=[O:30].